Dataset: the Open Reaction Database (ORD), a public repository of structured organic reaction records. Task: describe an organic reaction: reactants, conditions, products, and yield Starting materials: CCc1cc(C#N)cc(C)c1CCC(=O)O, CCO, Cl, NO. The product is CCc1cc(C(=N)NO)cc(C)c1CCC(=O)O. RXN SMILES: [C:1](#[N:2])[c:3]1[cH:4][c:5]([CH2:15][CH3:16])[c:6]([CH2:10][CH2:11][C:12](=[O:13])[OH:14])[c:7]([CH3:9])[cH:8]1.[CH3:20][CH2:21][OH:22].[ClH:17].[NH2:18][OH:19]>>[C:1](=[NH:2])([c:3]1[cH:4][c:5]([CH2:15][CH3:16])[c:6]([CH2:10][CH2:11][C:12](=[O:13])[OH:14])[c:7]([CH3:9])[cH:8]1)[NH:18][OH:19]. The product is CCOC(=O)Cc1ccc(CO)nc1. As a reaction SMILES: [CH3:1][c:2]1[cH:3][cH:4][c:5]([CH2:8][C:9](=[O:10])[O:11][CH2:12][CH3:13])[cH:6][n:7]1.[Cl:35][CH2:36][Cl:37].[F:22][C:23]([F:24])([F:26])[C:27](=[O:25])[O:28][C:29](=[O:30])[C:31]([F:32])([F:33])[F:34].[n:14]1[c:15]([CH3:16])[cH:17][cH:18][cH:19][c:20]1[CH3:21]>>[CH2:1]([c:2]1[cH:3][cH:4][c:5]([CH2:8][C:9](=[O:10])[O:11][CH2:12][CH3:13])[cH:6][n:7]1)[OH:25]. Reactants: CCOC(=O)Cc1ccc(C)nc1, ClCCl, O=C(OC(=O)C(F)(F)F)C(F)(F)F, Cc1cccc(C)n1. Starting materials: C(C)OC(=O)C1(CC1)C1=CC=C(C=C1)C1=CC=C(C=C1)C1=C(C(=NO1)C)NC1=NC(=CC=C1)Br (1-(4′-{3-Methyl-4-[6-bromo-pyridin-2-ylamino]-isoxazol-5-yl}-biphenyl-4-yl)-cyclopropanecarboxylic acid ethyl ester), COCCOC (DME), C1(=C(C=CC=C1)B(O)O)C (o-tolylboronic acid), C([O-])(O)=O.[Na+] (sodium bicarbonate). Reagents/catalysts: Cl[Pd]Cl (dichloropalladium(II)), C1(=CC=CC=C1)P(C1=CC=CC=C1)[C-]1C=CC=C1.[C-]1(C=CC=C1)P(C1=CC=CC=C1)C1=CC=CC=C1.[Fe+2] (bis(diphenylphosphino)ferrocene). Solvent: CCOC(=O)C (EtOAc), O (H2O). Conditions: temperature 70 celsius, time 3 hour. Product: C(C)OC(=O)C1(CC1)C1=CC=C(C=C1)C1=CC=C(C=C1)C1=C(C(=NO1)C)NC1=NC(=CC=C1)C1=C(C=CC=C1)C (1-(4′-{3-Methyl-4-[6-(2-methyl-phenyl)-pyridin-2-ylamino]-isoxazol-5-yl}-biphenyl-4-yl)-cyclopropanecarboxylic acid ethyl ester). RXN SMILES: [CH2:1]([O:3][C:4]([C:6]1([C:9]2[CH:14]=[CH:13][C:12]([C:15]3[CH:20]=[CH:19][C:18]([C:21]4[O:25][N:24]=[C:23]([CH3:26])[C:22]=4[NH:27][C:28]4[CH:33]=[CH:32][CH:31]=[C:30](Br)[N:29]=4)=[CH:17][CH:16]=3)=[CH:11][CH:10]=2)[CH2:8][CH2:7]1)=[O:5])[CH3:2].[C:35]1([CH3:44])[CH:40]=[CH:39][CH:38]=[CH:37][C:36]=1B(O)O.C(=O)(O)[O-].[Na+].COCCOC>CCOC(C)=O.C1(P([C-]2C=CC=C2)C2C=CC=CC=2)C=CC=CC=1.[C-]1(P(C2C=CC=CC=2)C2C=CC=CC=2)C=CC=C1.[Fe+2].Cl[Pd]Cl.O>[CH2:1]([O:3][C:4]([C:6]1([C:9]2[CH:14]=[CH:13][C:12]([C:15]3[CH:20]=[CH:19][C:18]([C:21]4[O:25][N:24]=[C:23]([CH3:26])[C:22]=4[NH:27][C:28]4[CH:33]=[CH:32][CH:31]=[C:30]([C:36]5[CH:37]=[CH:38][CH:39]=[CH:40][C:35]=5[CH3:44])[N:29]=4)=[CH:17][CH:16]=3)=[CH:11][CH:10]=2)[CH2:8][CH2:7]1)=[O:5])[CH3:2] |f:2.3,6.7.8|. Procedure: 1-(4′-{3-Methyl-4-[6-bromo-pyridin-2-ylamino]-isoxazol-5-yl}-biphenyl-4-yl)-cyclopropanecarboxylic acid ethyl ester (0.050 g, 0.09 mmol), o-tolylboronic acid (0.016 g, 0.12 mmol), sodium bicarbonate (0.040 g, 0.48 mmol), and bis(diphenylphosphino)ferrocene)-dichloropalladium(II) (0.007 g, 0.009 mmol) were combined in 3:1 DME:H2O (2 mL) and warmed with stirring to 70° C. After 3 hrs, the mixture was cooled to room temperature diluted with EtOAc (30 mL) and extracted with H2O (2×10 mL). The organi... The reactants are NC=1C=C(C(=C(C1)[C@]1(N=C(O[C@@H](C1)C(F)(F)F)N)C)F)F ((4S,6S)-4-(5-amino-2,3-difluorophenyl)-4-methyl-6-(trifluoromethyl)-5,6-dihydro-4H-1,3-oxazin-2-amine), ClC=1N=CC=C2C=C(C=NC12)OC (8-chloro-3-methoxy-1,7-naphthyridine), ClC=1N=CC=C2C=C(C=NC12)OC (8-chloro-3-methoxy-1,7-naphthyridine). Yields the product FC1=C(C=C(C=C1F)NC=1N=CC=C2C=C(C=NC12)OC)C1(N=C(OC(C1)C(F)(F)F)N)C ((2,3-difluoro-5-((3-methoxy-1,7-naphthyridin-8-yl)amino)phenyl)-4-methyl-6-(trifluoromethyl)-5,6-dihydro-4H-1,3-oxazin-2-amine). RXN SMILES: [NH2:1][C:2]1[CH:3]=[C:4]([F:21])[C:5]([F:20])=[C:6]([C@:8]2([CH3:19])[CH2:13][C@@H:12]([C:14]([F:17])([F:16])[F:15])[O:11][C:10]([NH2:18])=[N:9]2)[CH:7]=1.Cl[C:23]1[N:24]=[CH:25][CH:26]=[C:27]2[C:32]=1[N:31]=[CH:30][C:29]([O:33][CH3:34])=[CH:28]2>>[F:20][C:5]1[C:4]([F:21])=[CH:3][C:2]([NH:1][C:23]2[N:24]=[CH:25][CH:26]=[C:27]3[C:32]=2[N:31]=[CH:30][C:29]([O:33][CH3:34])=[CH:28]3)=[CH:7][C:6]=1[C:8]1([CH3:19])[CH2:13][CH:12]([C:14]([F:17])([F:16])[F:15])[O:11][C:10]([NH2:18])=[N:9]1. Procedure: The titled compound was synthesized by procedure and steps analogous to those described in Method B, Example 8 above, but using (4S,6S)-4-(5-amino-2,3-difluorophenyl)-4-methyl-6-(trifluoromethyl)-5,6-dihydro-4H-1,3-oxazin-2-amine (17i, example 163, Method Y, step 9) and 8-chloro-3-methoxy-1,7-naphthyridine (intermediate 31) in step 2. MS m/z=468.2 [M+H]+. Calculated for C21H18F5N5O2: 467.4 Reactants: C(C=C)Br (allyl bromide), S(=S)(=O)([O-])[O-].[Na+].[Na+] (sodium thiosulphate), C(C)O (ethanol). The solvent is O (water). Yields the product C(C=C)OS(=S)(=O)[O-].[Na+] (Sodium allylthiosulphate). RXN SMILES: [CH2:1](Br)[CH:2]=[CH2:3].[S:5]([O-:9])([O-:8])(=[O:7])=[S:6].[Na+:10].[Na+].C(O)C>O>[CH2:1]([O:8][S:5]([O-:9])(=[O:7])=[S:6])[CH:2]=[CH2:3].[Na+:10] |f:1.2.3,6.7|. Procedure: A mixture of allyl bromide (100 g), sodium thiosulphate (212.5 g), ethanol (90 ml) and water (40 ml) was stirred and heated to reflux for 15 minutes, giving a homogeneous solution. The solution was allowed to cool somewhat, and ethanol and water were then evaporated under vacuum. The solid residue was added to absolute ethanol, and the solvent was then evaporated under vacuum to remove more water. The residue was stirred with hot ethanol (800 ml), and the suspension thus obtained was filtered. O... The reactants are [Br-], CCCCOc1ccc(C[P+](c2ccccc2)(c2ccccc2)c2ccccc2)cc1, CCCCCC1CCC(CCC=O)CC1, COC(C)(C)C, O. Yields the product CCCCCC1CCC(CCC=Cc2ccc(OCCCC)cc2)CC1. As a reaction SMILES: [Br-:1].[CH2:2]([CH2:3][CH2:4][CH3:5])[O:6][c:7]1[cH:8][cH:9][c:10]([CH2:13][P+:14]([c:15]2[cH:16][cH:17][cH:18][cH:19][cH:20]2)([c:21]2[cH:22][cH:23][cH:24][cH:25][cH:26]2)[c:27]2[cH:28][cH:29][cH:30][cH:31][cH:32]2)[cH:11][cH:12]1.[CH2:33]([CH2:34][CH2:35][CH2:36][CH3:37])[CH:38]1[CH2:39][CH2:40][CH:41]([CH2:44][CH2:45][CH:46]=[O:47])[CH2:42][CH2:43]1.[CH3:49][O:50][C:51]([CH3:52])([CH3:53])[CH3:54].[OH2:48]>>[CH2:2]([CH2:3][CH2:4][CH3:5])[O:6][c:7]1[cH:8][cH:9][c:10]([CH:13]=[CH:46][CH2:45][CH2:44][CH:41]2[CH2:40][CH2:39][CH:38]([CH2:33][CH2:34][CH2:35][CH2:36][CH3:37])[CH2:43][CH2:42]2)[cH:11][cH:12]1. Starting materials: [BH4-], CCC(=O)C1([SiH](C)C)C(=O)N(C(C)(C)C)C1SC(c1ccccc1)(c1ccccc1)c1ccccc1, C1CCOC1, [Na+]. Yields the product C[SiH](C)C1C(=O)N(C(C)(C)C)C1SC(c1ccccc1)(c1ccccc1)c1ccccc1. As a reaction SMILES: [BH4-:37].[C:1]([CH3:2])([CH3:3])([CH3:4])[N:5]1[C:6](=[O:36])[C:7]([C:29](=[O:30])[CH2:31][CH3:32])([SiH:33]([CH3:34])[CH3:35])[CH:8]1[S:9][C:10]([c:11]1[cH:12][cH:13][cH:14][cH:15][cH:16]1)([c:17]1[cH:18][cH:19][cH:20][cH:21][cH:22]1)[c:23]1[cH:24][cH:25][cH:26][cH:27][cH:28]1.[CH2:39]1[O:40][CH2:41][CH2:42][CH2:43]1.[Na+:38]>>[C:1]([CH3:2])([CH3:3])([CH3:4])[N:5]1[C:6](=[O:36])[CH:7]([SiH:33]([CH3:34])[CH3:35])[CH:8]1[S:9][C:10]([c:11]1[cH:12][cH:13][cH:14][cH:15][cH:16]1)([c:17]1[cH:18][cH:19][cH:20][cH:21][cH:22]1)[c:23]1[cH:24][cH:25][cH:26][cH:27][cH:28]1. The reactants are N1(C)C(=O)N(C)C=2N=CN(C2C1=O)CC(=O)O (Theophylline-7-acetic acid), resultant compound, theophylline 7-acetyl chloride, Cl.NC(=N)N (guanidine hydrochloride), 2, [OH-].[Na+] (sodium hydroxide), S(=O)(Cl)Cl (thionyl chloride). Conditions: temperature 45 celsius. Product: N(C(=N)N)CN1C(=O)N(C)C=2N=CN(C2C1=O)C(C)=O (Guanidino-7-Acetyltheophylline). RXN SMILES: [N:1]1([C:12](=[O:13])[C:11]2[N:10]([CH2:14][C:15](O)=O)[CH:9]=[N:8][C:7]=2[N:5]([CH3:6])[C:3]1=[O:4])[CH3:2].S(Cl)(Cl)=O.Cl.[NH2:23][C:24]([NH2:26])=[NH:25].[OH-:27].[Na+]>>[NH:25]([CH2:2][N:1]1[C:12](=[O:13])[C:11]2[N:10]([C:14](=[O:27])[CH3:15])[CH:9]=[N:8][C:7]=2[N:5]([CH3:6])[C:3]1=[O:4])[C:24]([NH2:26])=[NH:23] |f:2.3,4.5|. Procedure: Theophylline-7-acetic acid (TAA) (0.42 moles, 100 grams) is admixed with excess thionyl chloride (SOC12) and slowly heated to 45° C. and refluxed for 2 hours. When reaction is completed, the excess SOC12 is removed under vacuum evaporation at 50° C., in the presence of benzene (80 grams). The vacuum evaporation with benzene is repeated three times to eliminate all residual SOC12. The resultant compound, theophylline-7-acetyl chloride (“TAC”) is added to a solution of guanidine hydrochloride (0.2... The reactants are CN(C(C1=C(C=C(C(=C1)Cl)NC(C)=O)OC)=O)C1CCN(CC1)CC1=CC=CC=C1 (N-methyl-N-(1-benzylpiperid-4-yl)-2-methoxy-4-acetamido-5-chlorbenzamide), Cl (hydrochloric acid). The solvent is O (water). The product is Cl.CN(C(C1=C(C=C(C(=C1)Cl)N)OC)=O)C1CCN(CC1)CC1=CC=CC=C1 (N-methyl-N-(1-benzylpiperid-4-yl)-2-methoxy-4-amino-5-chloro-benzamide hydrochloride). Yield: 169.7%. RXN SMILES: [CH3:1][N:2]([CH:18]1[CH2:23][CH2:22][N:21]([CH2:24][C:25]2[CH:30]=[CH:29][CH:28]=[CH:27][CH:26]=2)[CH2:20][CH2:19]1)[C:3](=[O:17])[C:4]1[CH:9]=[C:8]([Cl:10])[C:7]([NH:11]C(=O)C)=[CH:6][C:5]=1[O:15][CH3:16].Cl>O>[ClH:10].[CH3:1][N:2]([CH:18]1[CH2:23][CH2:22][N:21]([CH2:24][C:25]2[CH:26]=[CH:27][CH:28]=[CH:29][CH:30]=2)[CH2:20][CH2:19]1)[C:3](=[O:17])[C:4]1[CH:9]=[C:8]([Cl:10])[C:7]([NH2:11])=[CH:6][C:5]=1[O:15][CH3:16] |f:3.4|. Reported procedure: A mixture of N-methyl-N-(1-benzylpiperid-4-yl)-2-methoxy-4-acetamido-5-chlorbenzamide (12.9 g; 0.03 moles), prepared as described in Example 1, concentrated hydrochloric acid (10 ml) and water (30 ml) was boiled under reflux for 2 hours. The solution was concentrated in vacuo and the residue recrystallized from ethanol. The N-methyl-N-(1-benzylpiperid-4-yl)-2-methoxy-4-amino-5-chloro-benzamide hydrochloride (10.8 g) was obtained, m.p. 259°-260° C. (dec.)